From a dataset of the Open Reaction Database (ORD), a public repository of structured organic reaction records. describe an organic reaction: reactants, conditions, products, and yield Reactants: Cn1c(C(F)(F)F)cc(=O)n(-c2cc(Oc3ccccc3OCc3ccccc3)c(N)cc2F)c1=O, CC(C)CCON=O, CC#N, Cl, Cl[Cu]Cl. Yields the product Cn1c(C(F)(F)F)cc(=O)n(-c2cc(Oc3ccccc3OCc3ccccc3)c(Cl)cc2F)c1=O. RXN SMILES: [CH2:1]([c:2]1[cH:3][cH:4][cH:5][cH:6][cH:7]1)[O:8][c:9]1[c:10]([O:11][c:12]2[c:13]([NH2:14])[cH:15][c:16]([F:32])[c:17](-[n:19]3[c:20](=[O:31])[n:21]([CH3:30])[c:22]([C:26]([F:27])([F:28])[F:29])[cH:23][c:24]3=[O:25])[cH:18]2)[cH:33][cH:34][cH:35][cH:36]1.[CH3:37][CH:38]([CH2:39][CH2:40][O:41][N:42]=[O:43])[CH3:44].[CH3:49][C:50]#[N:51].[ClH:45].[Cu:46]([Cl:47])[Cl:48]>>[CH2:1]([c:2]1[cH:3][cH:4][cH:5][cH:6][cH:7]1)[O:8][c:9]1[c:10]([O:11][c:12]2[c:13]([Cl:45])[cH:15][c:16]([F:32])[c:17](-[n:19]3[c:20](=[O:31])[n:21]([CH3:30])[c:22]([C:26]([F:27])([F:28])[F:29])[cH:23][c:24]3=[O:25])[cH:18]2)[cH:33][cH:34][cH:35][cH:36]1. Starting materials: CN(C)CCCN (dimethylaminopropylamine), C(CCCCCN=C=O)N=C=O (hexamethylene diisocyanate). Run in C(Cl)Cl (methylene chloride). Product: N(C)(C)CCCNC(=O)NCCCCCCNC(=O)NCCCN(C)C ((CH3)2N(CH2)3NHCONH(CH2)6NHCONH(CH2)3N(CH3)2). The yield is 59.3%. Reaction SMILES: [CH3:1][N:2]([CH2:4][CH2:5][CH2:6][NH2:7])[CH3:3].[CH2:8]([N:17]=[C:18]=[O:19])[CH2:9][CH2:10][CH2:11][CH2:12][CH2:13][N:14]=[C:15]=[O:16]>C(Cl)Cl>[N:2]([CH2:4][CH2:5][CH2:6][NH:7][C:15]([NH:14][CH2:13][CH2:12][CH2:11][CH2:10][CH2:9][CH2:8][NH:17][C:18]([NH:7][CH2:6][CH2:5][CH2:4][N:2]([CH3:3])[CH3:1])=[O:19])=[O:16])([CH3:3])[CH3:1]. Procedure: 204.3 g of dimethylaminopropylamine are added dropwise to a solution of 168.2 g of hexamethylene diisocyanate in 100 ml of methylene chloride and the mixture is refluxed overnight, in the process of which crystals precipitate. The crystals are filtered with suction at room temperature, washed with CH2Cl2 and dried. Recrystallisation from a mixture of 1000 ml of acetone and 800 ml of ethanol yields 221.0 g (59.3%) of product with a melting point of 159° C. Tritration: 2 equivalents=376.7 g (theor...